Dataset: the Open Reaction Database (ORD), a public repository of structured organic reaction records. Task: describe an organic reaction: reactants, conditions, products, and yield The reactants are CC#N, Cc1ccccc1, CCOC(C)=O, C=CC(CO)NC(=O)c1ccc(F)cc1C(F)(F)F, [O-][I+3]([O-])([O-])O, O. Product: C=CC(NC(=O)c1ccc(F)cc1C(F)(F)F)C(=O)O. As a reaction SMILES: [C:39](#[N:40])[CH3:41].[CH3:25][c:26]1[cH:27][cH:28][cH:29][cH:30][cH:31]1.[CH3:32][CH2:33][O:34][C:35](=[O:36])[CH3:37].[F:6][c:7]1[cH:8][c:9]([C:21]([F:22])([F:23])[F:24])[c:10]([C:11](=[O:12])[NH:13][CH:14]([CH:15]=[CH2:16])[CH2:17][OH:18])[cH:19][cH:20]1.[I+3:1]([OH:2])([O-:3])([O-:4])[O-:5].[OH2:38]>>[F:6][c:7]1[cH:8][c:9]([C:21]([F:22])([F:23])[F:24])[c:10]([C:11](=[O:12])[NH:13][CH:14]([CH:15]=[CH2:16])[C:17](=[O:18])[OH:34])[cH:19][cH:20]1. Starting materials: C1(=CC=CC=C1)C1=CC(=CN1)C=O (5-phenyl-1H-pyrrole-3-carbaldehyde), [H-].[Na+] (sodium hydride), C1(=CC=CC=C1)S(=O)(=O)Cl (Benzenesulfonyl chloride), C1COCCOCCOCCOCCO1 (15-Crown-5). Solvent: O1CCCC1 (tetrahydrofuran), [Cl-].[Na+].O (brine). Conditions: time 30 minute. Yields the product C1(=CC=CC=C1)C1=CC(=CN1S(=O)(=O)C1=CC=CC=C1)C=O (5-phenyl-1-(phenylsulfonyl)-1H-pyrrole-3-carbaldehyde). Reaction SMILES: [C:1]1([C:7]2[NH:11][CH:10]=[C:9]([CH:12]=[O:13])[CH:8]=2)[CH:6]=[CH:5][CH:4]=[CH:3][CH:2]=1.[H-].[Na+].C1OCCOCCOCCOCCOC1.[C:31]1([S:37](Cl)(=[O:39])=[O:38])[CH:36]=[CH:35][CH:34]=[CH:33][CH:32]=1>O1CCCC1.[Cl-].[Na+].O>[C:1]1([C:7]2[N:11]([S:37]([C:31]3[CH:36]=[CH:35][CH:34]=[CH:33][CH:32]=3)(=[O:39])=[O:38])[CH:10]=[C:9]([CH:12]=[O:13])[CH:8]=2)[CH:6]=[CH:5][CH:4]=[CH:3][CH:2]=1 |f:1.2,6.7.8|. Procedure details: To a solution (10 mL) of 5-phenyl-1H-pyrrole-3-carbaldehyde (140 mg) in tetrahydrofuran was added sodium hydride (60% in oil, 66 mg) at room temperature, and the mixture was stirred for 30 min. 15-Crown-5 (361 mg) was added dropwise, and the mixture was stirred for 30 min. Benzenesulfonyl chloride (217 mg) was added, and the mixture was further stirred for 1 hr. To the reaction mixture was added saturated brine, and the mixture was extracted with ethyl acetate. The extract was washed with satura... Starting materials: C(#N)C1=C(C=C(N)C=C1)OCCOC (4-Cyano-3-(2-methoxyethoxy)aniline), CC1(OC(C(C(O1)=O)=COC)=O)C (2,2-dimethyl-5-methoxymethylene-1,3-dioxane-4,6-dione). Solvent: C(C)O (ethanol). Product: C(#N)C1=C(C=C(NC=C2C(OC(OC2=O)(C)C)=O)C=C1)OCCOC (5-((4-cyano-3-(2-methoxyethoxy)anilino)methylene)-2,2-dimethyl-1,3-dioxane-4,6-dione). The yield is 60.6%. RXN SMILES: [C:1]([C:3]1[CH:9]=[CH:8][C:6]([NH2:7])=[CH:5][C:4]=1[O:10][CH2:11][CH2:12][O:13][CH3:14])#[N:2].[CH3:15][C:16]1([CH3:27])[O:21][C:20](=[O:22])[C:19](=[CH:23]OC)[C:18](=[O:26])[O:17]1>C(O)C>[C:1]([C:3]1[CH:9]=[CH:8][C:6]([NH:7][CH:23]=[C:19]2[C:18](=[O:26])[O:17][C:16]([CH3:15])([CH3:27])[O:21][C:20]2=[O:22])=[CH:5][C:4]=1[O:10][CH2:11][CH2:12][O:13][CH3:14])#[N:2]. Procedure details: 4-Cyano-3-(2-methoxyethoxy)aniline (760 mg, 4 mmol) and 2,2-dimethyl-5-methoxymethylene-1,3-dioxane-4,6-dione (1.0 g, 5.4 mmol), (Montatsh. Chem. 1967, 98, 564), in ethanol (20 ml) was heated at reflux for 1 hour. The mixture was allowed to cool and the solid collected by filtration to give 5-((4-cyano-3-(2-methoxyethoxy)anilino)methylene)-2,2-dimethyl-1,3-dioxane-4,6-dione (840 mg, 61%) as an orange solid. The reactants are C(C)(=O)SC(C(=O)N1[C@H](C(=O)O)CCC1)CC(C1=CC=CC=C1)=O (1-(2-Acetylthio-3-benzoylpropionyl)-L-proline), C(Cl)(Cl)(Cl)Cl (carbontetrachloride), C(Cl)(Cl)(Cl)Cl (carbontetrachloride), SCC(=O)O (mercaptoacetic acid). Solvent: C(C)O (ethanol). Conditions: time 3 day. Product: C(C1=CC=CC=C1)(=O)CC(C(=O)N1[C@H](C(=O)O)CCC1)SCC(=O)O (1-[3-Benzoyl-2-(carboxymethylthio)propionyl]-L-proline). RXN SMILES: C(S[CH:5]([CH2:16][C:17](=[O:24])[C:18]1[CH:23]=[CH:22][CH:21]=[CH:20][CH:19]=1)[C:6]([N:8]1[CH2:15][CH2:14][CH2:13][C@H:9]1[C:10]([OH:12])=[O:11])=[O:7])(=O)C.C(Cl)(Cl)(Cl)Cl.[SH:30][CH2:31][C:32]([OH:34])=[O:33]>C(O)C>[C:17]([CH2:16][CH:5]([S:30][CH2:31][C:32]([OH:34])=[O:33])[C:6]([N:8]1[CH2:15][CH2:14][CH2:13][C@H:9]1[C:10]([OH:12])=[O:11])=[O:7])(=[O:24])[C:18]1[CH:19]=[CH:20][CH:21]=[CH:22][CH:23]=1. Procedure: To a suspension of 0.90 g. of 1-(3-benzoylacryloyl)-L-proline (prepared as described in Example 8) in 30 ml. of carbontetrachloride is added 0.28 ml. of mercaptoacetic acid. An additional 30 ml. of carbontetrachloride is added and the mixture stirred 3 days. The solvent is removed under vacuum. Carbontetrachloride (30 ml.) and 0.78 ml. of mercaptoacetic acid is added and the mixture stirred for 3 days. The solvent is removed and the residue chromatographed on a silica gel column with dichloromet... The reactants are COc1cc(C(O)C(C)(Oc2ccccc2)C(=O)O)ccc1OCc1ccccc1, ClCCl. The product is COc1cc(CC(C)(Oc2ccccc2)C(=O)O)ccc1OCc1ccccc1. Reaction SMILES: [CH2:1]([c:2]1[cH:3][cH:4][cH:5][cH:6][cH:7]1)[O:8][c:9]1[c:10]([O:29][CH3:30])[cH:11][c:12]([CH:15]([C:16]([C:17](=[O:18])[OH:19])([O:20][c:21]2[cH:22][cH:23][cH:24][cH:25][cH:26]2)[CH3:27])[OH:28])[cH:13][cH:14]1.[Cl:31][CH2:32][Cl:33]>>[CH2:1]([c:2]1[cH:3][cH:4][cH:5][cH:6][cH:7]1)[O:8][c:9]1[c:10]([O:29][CH3:30])[cH:11][c:12]([CH2:15][C:16]([C:17](=[O:18])[OH:19])([O:20][c:21]2[cH:22][cH:23][cH:24][cH:25][cH:26]2)[CH3:27])[cH:13][cH:14]1. Starting materials: C(#N)CC=1C(=C(C=CC1[N+](=O)[O-])OCC1=CC=CC=C1)F (3-cyanomethyl-2-fluoro-4-nitrobenzyloxybenzene), C(#N)CC=1C(=CC(=C(C1)OCC1=CC=CC=C1)F)[N+](=O)[O-] (5-cyanomethyl-2-fluoro-4-nitrobenzyloxybenzene), [H][H] (hydrogen). The reagents and catalysts are [Pd] (palladium on charcoal). Run in C(C)O (ethanol), C(C)(=O)O (acetic acid). Product: FC1=C2C=CNC2=CC=C1O (4-fluoro-5-hydroxyindole), FC1=C(C=C2C=CNC2=C1)O (6-fluoro-5-hydroxyindole). RXN SMILES: [C:1]([CH2:3][C:4]1[C:5]([F:21])=[C:6]([O:13]CC2C=CC=CC=2)[CH:7]=[CH:8][C:9]=1[N+:10]([O-])=O)#N.[C:22]([CH2:24][C:25]1[C:26]([N+:40]([O-])=O)=[CH:27][C:28]([F:39])=[C:29]([O:31]CC2C=CC=CC=2)[CH:30]=1)#N.[H][H]>C(O)C.C(O)(=O)C.[Pd]>[F:21][C:5]1[C:6]([OH:13])=[CH:7][CH:8]=[C:9]2[C:4]=1[CH:3]=[CH:1][NH:10]2.[F:39][C:28]1[CH:27]=[C:26]2[C:25]([CH:24]=[CH:22][NH:40]2)=[CH:30][C:29]=1[OH:31]. Procedure: A solution of a mixture of 3-cyanomethyl-2-fluoro-4-nitrobenzyloxybenzene and 5-cyanomethyl-2-fluoro-4-nitrobenzyloxybenzene (23 g, 80.4 mmol) in ethanol (220 ml) and acetic acid (30 ml) containing 10% palladium on charcoal (600 mg) was hydrogenated under 3 atmospheres pressure until hydrogen uptake ceased. The mixture was filtered and the filtrate was evaporated under vacuum. The residue was purified on column chromatography using a Prochrom® equipment eluting with methylene chloride/petroleum ... Starting materials: COC(C1=CC=C(C=C1)OCC1=NC2=CC=CC=C2C=C1)=O (4-(Quinolin-2-ylmethoxy)-benzoic acid methyl ester), OC1=CC=C(C=O)C=C1 (4-Hydroxy-benzaldehyde). Product: N1=C(C=CC2=CC=CC=C12)COC1=CC=C(C=O)C=C1 (4-(Quinolin-2-ylmethoxy)-benzaldehyde). As a reaction SMILES: C[O:2][C:3](=O)[C:4]1[CH:9]=[CH:8][C:7]([O:10][CH2:11][C:12]2[CH:21]=[CH:20][C:19]3[C:14](=[CH:15][CH:16]=[CH:17][CH:18]=3)[N:13]=2)=[CH:6][CH:5]=1.OC1C=CC(C=O)=CC=1>>[N:13]1[C:14]2[C:19](=[CH:18][CH:17]=[CH:16][CH:15]=2)[CH:20]=[CH:21][C:12]=1[CH2:11][O:10][C:7]1[CH:8]=[CH:9][C:4]([CH:3]=[O:2])=[CH:5][CH:6]=1. Procedure details: Following the procedure for the preparation of 4-(Quinolin-2-ylmethoxy)-benzoic acid methyl ester but substituting 4-Hydroxy-benzaldehyde provided the title compound. MS: (M+H m/z=264.2). Reactants: N1=CC(=CC=C1)C=CC(=O)O (3-(3-pyridyl)-acrylic acid), S(=O)(Cl)Cl (thionyl chloride). Run in C1=CC=CC=C1 (benzene). Product: Cl.N1=CC(=CC=C1)C=CC(=O)Cl (3-(3-pyridyl)acryloyl chloride hydrochloride). Reaction SMILES: [N:1]1[CH:6]=[CH:5][CH:4]=[C:3]([CH:7]=[CH:8][C:9]([OH:11])=O)[CH:2]=1.S(Cl)([Cl:14])=O>C1C=CC=CC=1>[ClH:14].[N:1]1[CH:6]=[CH:5][CH:4]=[C:3]([CH:7]=[CH:8][C:9]([Cl:14])=[O:11])[CH:2]=1 |f:3.4|. Reported procedure: 67 ml of benzene was added to 10 grams of 3-(3-pyridyl)-acrylic acid. 8.1 ml of thionyl chloride was added dropwise slowly thereto at ambient temperature. The temperature was elevated to 70° C. and the heating was continued until foaming ceased. Benzene and thionyl chloride were distilled off and the residue was dried thoroughly under reduced pressure. The reactants are ClC1=NC2=CC=CC=C2C=C1C1=CC=CC=C1 (2-chloro-3-phenylquinoline), NC(=S)N (thiourea), C(C)OCC (diethyl ether). Solvent: C(C)O (ethanol). Yields the product C1(=CC=CC=C1)C=1C(NC2=CC=CC=C2C1)=S (3-phenylquinolin-2-thione). As a reaction SMILES: Cl[C:2]1[C:11]([C:12]2[CH:17]=[CH:16][CH:15]=[CH:14][CH:13]=2)=[CH:10][C:9]2[C:4](=[CH:5][CH:6]=[CH:7][CH:8]=2)[N:3]=1.NC(N)=[S:20].C(OCC)C>C(O)C>[C:12]1([C:11]2[C:2](=[S:20])[NH:3][C:4]3[C:9]([CH:10]=2)=[CH:8][CH:7]=[CH:6][CH:5]=3)[CH:17]=[CH:16][CH:15]=[CH:14][CH:13]=1. Procedure: A mixture of 2-chloro-3-phenylquinoline (3.4 g.) and thiourea (1.2 g.) in ethanol (20 ml.) was refluxed for one hour. The solution was allowed to cool to ambient temperature and diethyl ether (10 ml.) was added. The solid which precipitated was filtered off, dispersed in M-sodium hydroxide (70 ml.), and heated on a steam bath for 2 hr. The reaction mixture was acidified with 2 M-hydrochloric acid. The resulting mixture was filtered, and the solid residue was stirred with hot ethanol (50 ml.) and...